From a dataset of the Open Reaction Database (ORD), a public repository of structured organic reaction records. describe an organic reaction: reactants, conditions, products, and yield The reactants are BrCCCOC(=O)C1CCC(CC1)C1CCC(CC1)CCCCC (4′-pentyl-bicyclohexyl-4-carboxylic acid 3-bromo-propyl ester), O (water), C(C(=C)C)(=O)O (methacrylic acid), ice, [H-].[Na+] (sodium hydride). Run in CN(C=O)C (dimethylformamide), CN(C=O)C (dimethylformamide), CN(C=O)C (dimethylformamide). Conditions: time 1 hour. The product is CC(C(=O)OCCCOC(=O)C1CCC(CC1)C1CCC(CC1)CCCCC)=C (4′-Pentyl-bicyclohexyl-4-carboxylic acid 3-(2-methyl-acryloyloxy)-propyl ester). Reaction SMILES: [C:1]([OH:6])(=[O:5])[C:2]([CH3:4])=[CH2:3].[H-].[Na+].Br[CH2:10][CH2:11][CH2:12][O:13][C:14]([CH:16]1[CH2:21][CH2:20][CH:19]([CH:22]2[CH2:27][CH2:26][CH:25]([CH2:28][CH2:29][CH2:30][CH2:31][CH3:32])[CH2:24][CH2:23]2)[CH2:18][CH2:17]1)=[O:15].O>CN(C)C=O>[CH3:3][C:2](=[CH2:4])[C:1]([O:6][CH2:10][CH2:11][CH2:12][O:13][C:14]([CH:16]1[CH2:21][CH2:20][CH:19]([CH:22]2[CH2:23][CH2:24][CH:25]([CH2:28][CH2:29][CH2:30][CH2:31][CH3:32])[CH2:26][CH2:27]2)[CH2:18][CH2:17]1)=[O:15])=[O:5] |f:1.2|. Procedure details: A solution of methacrylic acid (3.5 g, 40.7 mmol) in dimethylformamide (100 ml) is added dropwise to an ice cooled slurry of sodium hydride (60% suspension in paraffin oil) (1.6 g, 40.0 mmol) in dimethylformamide (100 ml). Once addition is complete, the mixture is allowed to warm to room temperature and is stirred for 1 h, the intermediate 4′-pentyl-bicyclohexyl-4-carboxylic acid 3-bromo-propyl ester (15.0 g, 37.4 mmol) in dimethylformamide (100 ml) is added dropwise. The mixture is stirred at 5...